Dataset: the Open Reaction Database (ORD), a public repository of structured organic reaction records. Task: describe an organic reaction: reactants, conditions, products, and yield Starting materials: N#Cc1cc(Cl)ccn1, Nc1ccc(O)cc1C(F)(F)F. Product: N#Cc1cc(Oc2ccc(N)c(C(F)(F)F)c2)ccn1. Reaction SMILES: [Cl:13][c:14]1[cH:15][c:16]([C:20]#[N:21])[n:17][cH:18][cH:19]1.[NH2:1][c:2]1[c:3]([C:9]([F:10])([F:11])[F:12])[cH:4][c:5]([OH:8])[cH:6][cH:7]1>>[NH2:1][c:2]1[c:3]([C:9]([F:10])([F:11])[F:12])[cH:4][c:5]([O:8][c:14]2[cH:15][c:16]([C:20]#[N:21])[n:17][cH:18][cH:19]2)[cH:6][cH:7]1.